This data is from the Open Reaction Database (ORD), a public repository of structured organic reaction records. The task is: describe an organic reaction: reactants, conditions, products, and yield Starting materials: C(C)(=O)NC=CC1=CC=C(C=C1)OC(C)=O (p-(2-acetylaminovinyl)-acetoxybenzene), C[O-].[Na+] (sodium methoxide). Run in CO (methanol), CO (methanol). Conditions: temperature 50 celsius. Product: acetone-ether, C(C)(=O)NC=CC1=CC=C(OCC2CO2)C=C1 (1-[p-(2-acetylaminovinyl)-phenoxy]-2,3-epoxy-propane). As a reaction SMILES: [C:1]([NH:4][CH:5]=[CH:6][C:7]1[CH:12]=[CH:11][C:10]([O:13][C:14](=O)[CH3:15])=[CH:9][CH:8]=1)(=[O:3])[CH3:2].[CH3:17][O-:18].[Na+]>CO>[C:1]([NH:4][CH:5]=[CH:6][C:7]1[CH:12]=[CH:11][C:10]([O:13][CH2:14][CH:15]2[O:18][CH2:17]2)=[CH:9][CH:8]=1)(=[O:3])[CH3:2] |f:1.2|. Procedure: 13.0 g (0.05 mol) of p-(2-acetylaminovinyl)-acetoxybenzene are suspended in 100 ml of absolute methanol, a solution of 2.8 g (0.05 mol) of sodium methoxide in 20 ml of absolute methanol is added and thereafter the mixture is warmed to 50° C. for 15 minutes. It is then evaporated to dryness in vacuo. The resulting crude phenolate of p-(2-acetylaminovinyl)-phenol is heated with 65 ml of epichlorohydrin to the boil for 18 hours, under a reflux condenser and whilst stirring. Thereafter, the excess e...